Dataset: the Open Reaction Database (ORD), a public repository of structured organic reaction records. Task: describe an organic reaction: reactants, conditions, products, and yield Conditions: temperature 95 celsius. Solvent: C1(=CC=CC=C1)C (toluene). The product is ClC1=CC(=C(OCC(=O)N2[C@@H](CN(CC2)CC2=CC=C(C=C2)F)C)C=C1)O (2-(4-Chloro-2-hydroxy-phenoxy)-1-[4-(4-fluoro-benzyl)-(2R)-2-methyl-piperazin-1-yl]-ethanone). Procedure details: To a solution of 7-chloro-benzo[1,4]dioxin-2-one (0.845 g, 4.81 mmol) in toluene (25 mL) was added (3R)-1-(4-fluoro-benzyl)-3-methyl-piperazine (1.003 g, 4.81 mmol). The resulting mixture was heated to 95° C. overnight. The reaction was cooled to ambient temperature, filtered and concentrated in vacuo. Chromatography on silica gel gave the title compound (˜1 g). Starting materials: ClC=1C=CC2=C(OC(CO2)=O)C1 (7-chloro-benzo[1,4]dioxin-2-one), FC1=CC=C(CN2C[C@H](NCC2)C)C=C1 ((3R)-1-(4-fluoro-benzyl)-3-methyl-piperazine). The yield is 52.9%. Reaction SMILES: [Cl:1][C:2]1[CH:3]=[CH:4][C:5]2[O:10][CH2:9][C:8](=[O:11])[O:7][C:6]=2[CH:12]=1.[F:13][C:14]1[CH:27]=[CH:26][C:17]([CH2:18][N:19]2[CH2:24][CH2:23][NH:22][C@H:21]([CH3:25])[CH2:20]2)=[CH:16][CH:15]=1>C1(C)C=CC=CC=1>[Cl:1][C:2]1[CH:3]=[CH:4][C:5]([O:10][CH2:9][C:8]([N:22]2[CH2:23][CH2:24][N:19]([CH2:18][C:17]3[CH:26]=[CH:27][C:14]([F:13])=[CH:15][CH:16]=3)[CH2:20][C@H:21]2[CH3:25])=[O:11])=[C:6]([OH:7])[CH:12]=1. Reactants: [BH3-]C#N, O=C1COCC2CNCCN12, CO, [Cl-], [Cl-], [Na+], [Zn+2], O=C1CN(C(c2ccccc2)c2ccccc2)C1. Product: O=C1COCC2CN(C3CN(C(c4ccccc4)c4ccccc4)C3)CCN12. Reaction SMILES: [C:30]([BH3-:31])#[N:32].[CH2:19]1[O:20][CH2:21][C:22](=[O:29])[N:23]2[CH:24]1[CH2:25][NH:26][CH2:27][CH2:28]2.[CH3:34][OH:35].[Cl-:36].[Cl-:38].[Na+:33].[Zn+2:37].[c:1]1([CH:7]([N:8]2[CH2:9][C:10](=[O:12])[CH2:11]2)[c:13]2[cH:14][cH:15][cH:16][cH:17][cH:18]2)[cH:2][cH:3][cH:4][cH:5][cH:6]1>>[c:1]1([CH:7]([N:8]2[CH2:9][CH:10]([N:26]3[CH2:25][CH:24]4[CH2:19][O:20][CH2:21][C:22](=[O:29])[N:23]4[CH2:28][CH2:27]3)[CH2:11]2)[c:13]2[cH:14][cH:15][cH:16][cH:17][cH:18]2)[cH:2][cH:3][cH:4][cH:5][cH:6]1. Reactants: C(C)(C)(C)C1=C(C=CC=C1)O (2-tertiary-butylphenol), C(C)(=O)OC1C(CCCC1)C(C)(C)C (2-tertiary-butylcyclohexyl acetate), [H][H] (hydrogen). The product is C(C)(C)(C)[C@@H]1[C@@H](CCCC1)O (cis-2-tertiary-butylcyclohexanol). RXN SMILES: [C:1]([C:5]1[CH:10]=[CH:9][CH:8]=[CH:7][C:6]=1[OH:11])([CH3:4])([CH3:3])[CH3:2].C(OC1CCCCC1C(C)(C)C)(=O)C.[H][H]>>[C:1]([C@H:5]1[CH2:10][CH2:9][CH2:8][CH2:7][C@H:6]1[OH:11])([CH3:4])([CH3:2])[CH3:3]. Procedure details: A pressurized container fitted with stirrer is charged with 2-tertiary-butylphenol, 2-tertiary-butylcyclohexyl acetate and the catalyst. Hydrogenation is carried out at the chosen reaction temperature and hydrogen pressure. The resulting cis-2-tertiary-butylcyclohexanol is obtained following removal of the catalyst by filtration, decantation or centrifugation. The reactants are C1(=CC=CC=C1)C(C=O)C1=CC=CC=C1 (diphenylacetaldehyde), [N+](=O)([O-])C (nitromethane), N12CCCCCC2=NCCC1 (1,8-diazabicyclo[5.4.0]undec-7-ene). Run in ClCCl (dichloromethane). Reaction conditions: time 8 hour. The product is C1(=CC=CC=C1)C(C(C[N+](=O)[O-])O)C1=CC=CC=C1 (3,3-diphenyl-2-hydroxy-l-nitropropane). Isolated yield 58.3%. RXN SMILES: [C:1]1([CH:7]([C:10]2[CH:15]=[CH:14][CH:13]=[CH:12][CH:11]=2)[CH:8]=[O:9])[CH:6]=[CH:5][CH:4]=[CH:3][CH:2]=1.[N+:16]([CH3:19])([O-:18])=[O:17].N12CCCN=C1CCCCC2>ClCCl>[C:10]1([CH:7]([C:1]2[CH:2]=[CH:3][CH:4]=[CH:5][CH:6]=2)[CH:8]([OH:9])[CH2:19][N+:16]([O-:18])=[O:17])[CH:11]=[CH:12][CH:13]=[CH:14][CH:15]=1. Procedure: Fifty grams (254.78 mmol) of diphenylacetaldehyde (Aldrich) and 18.66 g (305.73 mmol) of nitromethane was dissolved in 635 mL of dichloromethane. The stirred solution was treated with 35 g of 3Å molecular sieves followed by 11.64 g (76.43 mmol) 1,8-diazabicyclo[5.4.0]undec-7-ene (DBU) (Aldrich) and stirred overnight at room temperature. The reaction mixture was filtered and the filtrate was treated with 700 mL of 2N aqueous HCl. The organic layer was separated and washed with saturated brine sol...